Task: describe an organic reaction: reactants, conditions, products, and yield. Dataset: the Open Reaction Database (ORD), a public repository of structured organic reaction records Starting materials: CCN(C(C)C)C(C)C, Cl, Cl, NC(=O)NC(=O)c1cccc(C(F)(F)F)c1, NC1CN2CCC1CC2, c1ccncc1. The product is O=C(NC(=O)c1cccc(C(F)(F)F)c1)NC1CN2CCC1CC2. RXN SMILES: [CH:28]([N:29]([CH:30]([CH3:31])[CH3:32])[CH2:33][CH3:34])([CH3:35])[CH3:36].[ClH:1].[ClH:2].[F:12][C:13]([c:14]1[cH:15][c:16]([C:17](=[O:18])[NH:19][C:20](=[O:21])[NH2:22])[cH:23][cH:24][cH:25]1)([F:26])[F:27].[NH2:3][CH:4]1[CH2:5][N:6]2[CH2:7][CH2:8][CH:9]1[CH2:10][CH2:11]2.[cH:37]1[cH:38][cH:39][n:40][cH:41][cH:42]1>>[NH:3]([CH:4]1[CH2:5][N:6]2[CH2:7][CH2:8][CH:9]1[CH2:10][CH2:11]2)[C:20]([NH:19][C:17]([c:16]1[cH:15][c:14]([C:13]([F:12])([F:26])[F:27])[cH:25][cH:24][cH:23]1)=[O:18])=[O:21]. The reactants are S(=O)(Cl)Cl (Thionyl chloride), C(C)O (ethanol), C(CCCCCCC)(=O)NC=1C(C(=O)O)=CC=CC1 (N-n-octanoylanthranilic acid). Reaction conditions: time 2 hour. Product: C(CCCCCCC)(=O)NC=1C(C(=O)OCC)=CC=CC1 (ethyl N-n-octanoylanthranilate). Isolated yield 89.2%. Reaction SMILES: S(Cl)(Cl)=O.[C:5]([NH:14][C:15]1[C:16](=[CH:20][CH:21]=[CH:22][CH:23]=1)[C:17]([OH:19])=[O:18])(=[O:13])[CH2:6][CH2:7][CH2:8][CH2:9][CH2:10][CH2:11][CH3:12].[CH2:24](O)[CH3:25]>>[C:5]([NH:14][C:15]1[C:16](=[CH:20][CH:21]=[CH:22][CH:23]=1)[C:17]([O:19][CH2:24][CH3:25])=[O:18])(=[O:13])[CH2:6][CH2:7][CH2:8][CH2:9][CH2:10][CH2:11][CH3:12]. Procedure: Thionyl chloride was dropped to ethanol and the mixture was stirred for 2 hours. Then, N-n-octanoylanthranilic acid was added to the mixture and reaction was allowed to proceed for 3 days at the room temperature. After the reaction, the solvent was removed and ethyl N-n-octanoylanthranilate was obtained from the remaining reactant after the purification by column chromatography with the yield of 89.2 %. Starting materials: BrC=1C=CC(NC1)=O (5-bromopyridin-2(1H)-one), C(C)I (ethyl iodide), FC1=CC=C(C=C1)[C@]1(CCN(C(O1)=O)[C@@H](C)C1=CC=C(C=C1)B1OC(C(O1)(C)C)(C)C)CC(C)(C)O ((S)-6-(4-fluorophenyl)-6-(2-hydroxy-2-methylpropyl)-3-((S)-1-(4-(4,4,5,5-tetramethyl-1,3,2-dioxaborolan-2-yl)phenyl)ethyl)-1,3-oxazinan-2-one). Product: C(C)N1C=C(C=CC1=O)C1=CC=C(C=C1)[C@H](C)N1C(O[C@@](CC1)(CC(C)(C)O)C1=CC=C(C=C1)F)=O ((S)-3-((S)-1-(4-(1-ethyl-6-oxo-1,6-dihydropyridin-3-yl)phenyl)ethyl)-6-(4-fluorophenyl)-6-(2-hydroxy-2-methylpropyl)-1,3-oxazinan-2-one). As a reaction SMILES: Br[C:2]1[CH:3]=[CH:4][C:5](=[O:8])[NH:6][CH:7]=1.[CH2:9](I)[CH3:10].[F:12][C:13]1[CH:18]=[CH:17][C:16]([C@:19]2([CH2:43][C:44]([OH:47])([CH3:46])[CH3:45])[O:24][C:23](=[O:25])[N:22]([C@H:26]([C:28]3[CH:33]=[CH:32][C:31](B4OC(C)(C)C(C)(C)O4)=[CH:30][CH:29]=3)[CH3:27])[CH2:21][CH2:20]2)=[CH:15][CH:14]=1>>[CH2:9]([N:6]1[C:5](=[O:8])[CH:4]=[CH:3][C:2]([C:31]2[CH:30]=[CH:29][C:28]([C@@H:26]([N:22]3[CH2:21][CH2:20][C@@:19]([C:16]4[CH:17]=[CH:18][C:13]([F:12])=[CH:14][CH:15]=4)([CH2:43][C:44]([OH:47])([CH3:45])[CH3:46])[O:24][C:23]3=[O:25])[CH3:27])=[CH:33][CH:32]=2)=[CH:7]1)[CH3:10]. Procedure details: The title compound was prepared following a procedure analogous to that described in Example 59, using 5-bromopyridin-2(1H)-one and ethyl iodide in Step 1 and (S)-6-(4-fluorophenyl)-6-(2-hydroxy-2-methylpropyl)-3-((S)-1-(4-(4,4,5,5-tetramethyl-1,3,2-dioxaborolan-2-yl)phenyl)ethyl)-1,3-oxazinan-2-one in Step 2. LC-MS Method 2 tR=1.205 min, m/z=493.2; 1H NMR (CDCl3) 1.16 (d, 6H), 1.39 (t, 3H), 1.52 (d, 3H), 2.19 (s, 4H), 2.20-2.31 (m, 2H), 2.38-2.50 (m, 1H), 2.90 (m, 1H), 4.04 (m, 2H), 5.69 (m, 1H... The reactants are OC(C(C)=O)(C)C (3-hydroxy-3-methyl-2-butanone), Cl (hydrochloric acid), C(C1=CC=CC=C1)[Mg]Cl (benzyl magnesium chloride), [Cl-].[NH4+] (ammonium chloride). Run in O1CCCC1 (tetrahydrofuran). Yields the product CC(C)(C(CC1=CC=CC=C1)(O)C)O (2,3-Dimethyl-4-Phenyl-2,3-Butanediol). Reaction SMILES: [OH:1][C:2]([CH3:7])([CH3:6])[C:3](=[O:5])[CH3:4].[CH2:8]([Mg]Cl)[C:9]1[CH:14]=[CH:13][CH:12]=[CH:11][CH:10]=1.[Cl-].[NH4+].Cl>O1CCCC1>[CH3:6][C:2]([OH:1])([C:3]([CH3:4])([OH:5])[CH2:8][C:9]1[CH:14]=[CH:13][CH:12]=[CH:11][CH:10]=1)[CH3:7] |f:2.3|. Procedure: A solution of 41 g. of 3-hydroxy-3-methyl-2-butanone in 300 ml. of dry tetrahydrofuran was treated at -10° under nitrogen with 500 ml. of 2M benzyl magnesium chloride and stirred at 25° C. for 20 hours. An aqueous ammonium chloride solution was added at 0° and the mixture was acidified at 0° with concentrated hydrochloric acid and extracted with ethyl acetate. The extract was evaporated and the residue chromatographed on silica gel. Elution with 20% ethyl acetate in hexane followed by recrystall... The product is O=Cc1ccc(Cl)c(C(=O)NCC23CC4CC(CC(C4)C2)C3)c1. Starting materials: O=C(NCC12CC3CC(CC(C3)C1)C2)c1cc(Br)ccc1Cl, [Li]C(C)(C)C, CN(C)C=O, [Li]C, C1CCOC1. Reaction SMILES: [Br:1][c:2]1[cH:3][cH:4][c:5]([Cl:22])[c:6]([C:7](=[O:8])[NH:9][CH2:10][C:11]23[CH2:12][CH:13]4[CH2:14][CH:15]([CH2:16][CH:17]([CH2:18]2)[CH2:19]4)[CH2:20]3)[cH:21]1.[C:25]([Li:26])([CH3:27])([CH3:28])[CH3:29].[CH3:30][N:31]([CH:32]=[O:33])[CH3:34].[Li:23][CH3:24].[O:35]1[CH2:36][CH2:37][CH2:38][CH2:39]1>>[c:2]1([CH:32]=[O:33])[cH:3][cH:4][c:5]([Cl:22])[c:6]([C:7](=[O:8])[NH:9][CH2:10][C:11]23[CH2:12][CH:13]4[CH2:14][CH:15]([CH2:16][CH:17]([CH2:18]2)[CH2:19]4)[CH2:20]3)[cH:21]1. Reactants: Clc1cnc(-c2ccccc2)cn1, NN, O, O, c1ccncc1. Yields the product NNc1cnc(-c2ccccc2)cn1. RXN SMILES: [Cl:1][c:2]1[n:3][cH:4][c:5](-[c:8]2[cH:9][cH:10][cH:11][cH:12][cH:13]2)[n:6][cH:7]1.[NH2:21][NH2:22].[OH2:20].[OH2:23].[cH:14]1[cH:15][cH:16][n:17][cH:18][cH:19]1>>[c:2]1([NH:21][NH2:22])[n:3][cH:4][c:5](-[c:8]2[cH:9][cH:10][cH:11][cH:12][cH:13]2)[n:6][cH:7]1.